This data is from the Open Reaction Database (ORD), a public repository of structured organic reaction records. The task is: describe an organic reaction: reactants, conditions, products, and yield The reactants are C1(=CC=CC=C1)S(=O)(=O)N1C(N(C(C1)C(=O)O)C1CCCCC1)=O ((RS)-1-benzenesulfonyl-3-cyclohexyl-2-oxo-imidazolidine-4-carboxylic acid), FC(C=1C(=NC=CC1)N1CCNCC1)(F)F (1-[3-(trifluoromethyl)pyrid-2-yl]piperazine). Yields the product C1(=CC=CC=C1)S(=O)(=O)N1C(N(C(C1)C(=O)N1CCN(CC1)C1=NC=CC=C1C(F)(F)F)C1CCCCC1)=O ((RS)-1-Benzenesulfonyl-3-cyclohexyl-4-[4-(3-trifluoromethyl-pyridin-2-yl)-piperazine-1-carbonyl]-imidazolidin-2-one). RXN SMILES: [C:1]1([S:7]([N:10]2[CH2:14][CH:13]([C:15]([OH:17])=O)[N:12]([CH:18]3[CH2:23][CH2:22][CH2:21][CH2:20][CH2:19]3)[C:11]2=[O:24])(=[O:9])=[O:8])[CH:6]=[CH:5][CH:4]=[CH:3][CH:2]=1.[F:25][C:26]([F:40])([F:39])[C:27]1[C:28]([N:33]2[CH2:38][CH2:37][NH:36][CH2:35][CH2:34]2)=[N:29][CH:30]=[CH:31][CH:32]=1>>[C:1]1([S:7]([N:10]2[CH2:14][CH:13]([C:15]([N:36]3[CH2:37][CH2:38][N:33]([C:28]4[C:27]([C:26]([F:40])([F:25])[F:39])=[CH:32][CH:31]=[CH:30][N:29]=4)[CH2:34][CH2:35]3)=[O:17])[N:12]([CH:18]3[CH2:23][CH2:22][CH2:21][CH2:20][CH2:19]3)[C:11]2=[O:24])(=[O:9])=[O:8])[CH:2]=[CH:3][CH:4]=[CH:5][CH:6]=1. Reported procedure: In analogy to example 1, (RS)-1-benzenesulfonyl-3-cyclohexyl-2-oxo-imidazolidine-4-carboxylic acid was coupled with 1-[3-(trifluoromethyl)pyrid-2-yl]piperazine to give the title compound as a colorless solid. MS: 565.8 ([M+H]+) Yield: 0.8%. Conditions: temperature -70 celsius, time 15 minute. The product is ClC1=NC2=CC=C(C=C2C(=N1)C1=CC(=CC=C1)Cl)C(O)(C1=CN=CN1C)C1=CC=C(C=C1)F (2-chloro-4-(3-chlorophenyl)-α-(4-fluorophenyl)-α-(1-methyl-1H-imidazol-5-yl)-6-quinazolinemethanol). Solvent: O (water), CCOC(=O)C (EtOAc), C1CCOC1 (THF), C1CCOC1 (THF). RXN SMILES: [Li]CCCC.CCCCCC.[CH3:12][N:13]1[CH:17]=[CH:16][N:15]=[CH:14]1.Cl[Si](CC)(CC)CC.[Cl:26][C:27]1[N:36]=[C:35]([C:37]2[CH:42]=[CH:41][CH:40]=[C:39]([Cl:43])[CH:38]=2)[C:34]2[C:29](=[CH:30][CH:31]=[C:32]([C:44]([C:46]3[CH:51]=[CH:50][C:49]([F:52])=[CH:48][CH:47]=3)=[O:45])[CH:33]=2)[N:28]=1>C1COCC1.CCOC(C)=O.O>[Cl:26][C:27]1[N:36]=[C:35]([C:37]2[CH:42]=[CH:41][CH:40]=[C:39]([Cl:43])[CH:38]=2)[C:34]2[C:29](=[CH:30][CH:31]=[C:32]([C:44]([C:46]3[CH:47]=[CH:48][C:49]([F:52])=[CH:50][CH:51]=3)([C:17]3[N:13]([CH3:12])[CH:14]=[N:15][CH:16]=3)[OH:45])[CH:33]=2)[N:28]=1. Procedure: BuLi 1.6M in hexane (46.5 ml, 0.0744 mol) was added dropwise at −70° C. to a mixture of 1-methyl-1H-imidazole (0.0744 mol) in THF (70 ml) under N2 flow. Chlorotriethyl-silane (0.0765 mol) was added dropwise at −70° C. The mixture was stirred at −70° C. for 15 minutes. BuLi 1.6M in hexane (41 ml, 0.0659 mol) was added dropwise at −70° C. The mixture was stirred at −70° C. for 15 minutes. A solution of intermediate 6 (0.0425 mol) in THF (150 ml) was added dropwise at −70° C. The mixture was stirre... Starting materials: [Li]CCCC (BuLi), CCCCCC (hexane), CN1C=NC=C1 (1-methyl-1H-imidazole), Cl[Si](CC)(CC)CC (Chlorotriethyl-silane), [Li]CCCC (BuLi), CCCCCC (hexane), ClC1=NC2=CC=C(C=C2C(=N1)C1=CC(=CC=C1)Cl)C(=O)C1=CC=C(C=C1)F ([2-chloro-4-(3-chlorophenyl)-6-quinazolinyl](4-fluorophenyl)-methanone). The reactants are C(CCCCC)C1CC(C=2CCC(NC2C1)=O)=O (7-n-hexyl-1,2,3,4,5,6,7,8-octahydroquinoline-2,5-dione). Reagents/catalysts: [Pd] (palladium-on-carbon). Run in C1CCCC2CCCCC12 (decalin). Conditions: temperature 200 celsius, time 17 hour. The product is C(CCCCC)C1=CC(=C2C=CC(NC2=C1)=O)O (7-n-hexyl-5-hydroxycarbostyril). Isolated yield 88.3%. RXN SMILES: [CH2:1]([CH:7]1[CH2:16][C:15]2[NH:14][C:13](=[O:17])[CH2:12][CH2:11][C:10]=2[C:9](=[O:18])[CH2:8]1)[CH2:2][CH2:3][CH2:4][CH2:5][CH3:6]>C1C2C(CCCC2)CCC1.[Pd]>[CH2:1]([C:7]1[CH:16]=[C:15]2[C:10]([CH:11]=[CH:12][C:13](=[O:17])[NH:14]2)=[C:9]([OH:18])[CH:8]=1)[CH2:2][CH2:3][CH2:4][CH2:5][CH3:6]. Procedure: The obtained 7-n-hexyl-1,2,3,4,5,6,7,8-octahydroquinoline-2,5-dione (11.0 g) was suspended in decalin (150 ml). To the suspension, 10% palladium-on-carbon (3.7 g) was added, followed by stirring at 200° C. for 17 hours. After completion of the reaction, the insoluble matter was collected by filtration, washed with ether, then extracted with a solvent mixture of chloroform-methanol (2:1). The extract was dried to solidity under reduced pressure. Recrystallization from methanol yielded 9.56 g of 7... The yield is 74.3%. Starting materials: OC1=C(C(=O)OC)C=CC=C1 (methyl 2-hydroxybenzoate), C(\C=C(/C)\CCC=C(C)C)Br (geranyl bromide). Yields the product C(\C=C(/C)\CCC=C(C)C)OC1=C(C(=O)O)C=CC=C1 (2- geranyloxybenzoic acid). Reported procedure: In a manner similar to Reference Example 1, methyl 2-hydroxybenzoate (7.61 g) was reacted with geranyl bromide (10.9 g) and then hydrolyzed to yield 10.2 g (75%) of 2- geranyloxybenzoic acid. RXN SMILES: [OH:1][C:2]1[CH:11]=[CH:10][CH:9]=[CH:8][C:3]=1[C:4]([O:6]C)=[O:5].[CH2:12](Br)/[CH:13]=[C:14](/[CH2:16][CH2:17][CH:18]=[C:19]([CH3:21])[CH3:20])\[CH3:15]>>[CH2:12]([O:1][C:2]1[CH:11]=[CH:10][CH:9]=[CH:8][C:3]=1[C:4]([OH:6])=[O:5])/[CH:13]=[C:14](/[CH2:16][CH2:17][CH:18]=[C:19]([CH3:21])[CH3:20])\[CH3:15].